Dataset: the Open Reaction Database (ORD), a public repository of structured organic reaction records. Task: describe an organic reaction: reactants, conditions, products, and yield Reactants: FC1=CC=C(C=C1)CCCC(=O)O (4-(4-fluorophenyl)-butanoic acid), BrC=1C=C(C[C@@H](N)C(=O)N[C@@H](CCCCNC(=O)OCC2=CC=CC=C2)C(=O)N2CCN(CC2)C2=CC=NC=C2)C=C(C1O)Br (1-[N2-(3,5-dibromo-D-tyrosyl)-N6-[(phenylmethoxy)carbonyl]-L-lysyl]-4-(4-pyridinyl)-piperazine), CN(C)C(=[N+](C)C)ON1C2=C(C=CC=C2)N=N1.[B-](F)(F)(F)F (TBTU), CCN(C(C)C)C(C)C (DIEA). Run in CN(C=O)C (dimethylformamide), O1CCCC1 (tetrahydrofuran). The product is FC1=CC=C(C=C1)CCCC(=O)N[C@H](CC1=CC(=C(C(=C1)Br)O)Br)C(=O)N[C@@H](CCCCNC(=O)OC(C)(C)C)C(=O)N1CCN(CC1)C1=CC=NC=C1 (1-[N2—[N-[4-(4-fluorophenyl)-1-oxobutyl]-3,5-dibromo-D-tyrosyl]-N6-[(1.1-dimethylethoxy)carbonyl]-L-lysyl]-4-(4-pyridinyl)-piperazine). As a reaction SMILES: [F:1][C:2]1[CH:7]=[CH:6][C:5]([CH2:8][CH2:9][CH2:10][C:11]([OH:13])=O)=[CH:4][CH:3]=1.[Br:14][C:15]1[CH:16]=[C:17]([CH:54]=[C:55]([Br:58])[C:56]=1[OH:57])[CH2:18][C@H:19]([C:21]([NH:23][C@H:24]([C:40]([N:42]1[CH2:47][CH2:46][N:45]([C:48]2[CH:53]=[CH:52][N:51]=[CH:50][CH:49]=2)[CH2:44][CH2:43]1)=[O:41])[CH2:25][CH2:26][CH2:27][CH2:28][NH:29][C:30]([O:32]CC1C=CC=CC=1)=[O:31])=[O:22])[NH2:20].CN(C(ON1N=NC2C=C[CH:72]=[CH:73][C:68]1=2)=[N+](C)C)C.[B-](F)(F)(F)F.[CH3:81]CN(C(C)C)C(C)C>CN(C)C=O.O1CCCC1>[F:1][C:2]1[CH:3]=[CH:4][C:5]([CH2:8][CH2:9][CH2:10][C:11]([NH:20][C@@H:19]([C:21]([NH:23][C@H:24]([C:40]([N:42]2[CH2:47][CH2:46][N:45]([C:48]3[CH:53]=[CH:52][N:51]=[CH:50][CH:49]=3)[CH2:44][CH2:43]2)=[O:41])[CH2:25][CH2:26][CH2:27][CH2:28][NH:29][C:30]([O:32][C:73]([CH3:72])([CH3:68])[CH3:81])=[O:31])=[O:22])[CH2:18][C:17]2[CH:54]=[C:55]([Br:58])[C:56]([OH:57])=[C:15]([Br:14])[CH:16]=2)=[O:13])=[CH:6][CH:7]=1 |f:2.3|. Procedure: To a solution of 0.18 g (0.001 mol) 4-(4-fluorophenyl)-butanoic acid in a mixture of 4 ml of dimethylformamide and 10 ml of tetrahydrofuran was added with stirring a mixture of 0.71 g (0.001 mol) 1-[N2-(3,5-dibromo-D-tyrosyl)-N6-[(phenylmethoxy)carbonyl]-L-lysyl]-4-(4-pyridinyl)-piperazine, 0.32 g (0.001 mol) TBTU and 0.13 g (0.001 mol) DIEA and the mixture was stirred in a nitrogen atmosphere for 2 days. The reaction mixture was then evaporated down in vacuo and the remaining residue was taken ... Starting materials: S1C=NC(=C1)C(=O)NNC(=O)OC(C)(C)C (1,1-Dimethylethyl 2-(1,3-thiazol-4-ylcarbonyl)hydrazinecarboxylate), Cl (HCl). Solvent: O1CCOCC1 (1,4-dioxane), O1CCOCC1 (1,4-dioxane). Run at time 18 hour. Product: S1C=NC(=C1)C(=O)NN (1,3-Thiazole-4-carbohydrazide). Reaction SMILES: [S:1]1[CH:5]=[C:4]([C:6]([NH:8][NH:9]C(OC(C)(C)C)=O)=[O:7])[N:3]=[CH:2]1.Cl>O1CCOCC1>[S:1]1[CH:5]=[C:4]([C:6]([NH:8][NH2:9])=[O:7])[N:3]=[CH:2]1. Procedure details: 1,1-Dimethylethyl 2-(1,3-thiazol-4-ylcarbonyl)hydrazinecarboxylate (I64) (1.378 g, 5.66 mmol) was dissolved in 1,4-dioxane (15 mL) and to this was added 4M HCl in 1,4-dioxane (14.16 mL, 56.6 mmol). The solution was then stirred at room temperature for 18 hours. The solvent was then evaporated in vacuo and the remaining residue was loaded onto an SCX cartridge and washed with methanol before being eluted with 2M NH3 in DCM. The solution was then evaporated in vacuo to yield the product in 0.784 g... The reactants are CC(=O)O, CCOC(=O)c1ccc(OCCS(C)(=O)=O)c(OC)c1, O, O=S(=O)(O)O. Product: COc1cc(C(=O)O)ccc1OCCS(C)(=O)=O. As a reaction SMILES: [C:26]([OH:27])(=[O:28])[CH3:29].[CH3:1][O:2][c:3]1[cH:4][c:5]([C:6](=[O:7])[O:8][CH2:9][CH3:10])[cH:11][cH:12][c:13]1[O:14][CH2:15][CH2:16][S:17](=[O:18])(=[O:19])[CH3:20].[OH2:30].[S:21](=[O:22])(=[O:23])([OH:24])[OH:25]>>[CH3:1][O:2][c:3]1[cH:4][c:5]([C:6](=[O:7])[OH:8])[cH:11][cH:12][c:13]1[O:14][CH2:15][CH2:16][S:17](=[O:18])(=[O:19])[CH3:20]. Reactants: CCO, CC(=O)O, [H][H], Nc1ncnc2c1c(-c1ccc(Oc3ccccc3)cc1)cn2C1CCC(=CC(=O)O)CC1, [Na+], [OH-], O. Yields the product Nc1ncnc2c1c(-c1ccc(Oc3ccccc3)cc1)cn2C1CCC(CC(=O)O)CC1. As a reaction SMILES: [CH3:36][CH2:37][OH:38].[CH3:41][C:42](=[O:43])[OH:44].[H:39][H:40].[NH2:1][c:2]1[c:3]2[c:4]([n:5][cH:6][n:7]1)[n:8]([CH:24]1[CH2:25][CH2:26][C:27](=[CH:30][C:31](=[O:32])[OH:33])[CH2:28][CH2:29]1)[cH:9][c:10]2-[c:11]1[cH:12][cH:13][c:14]([O:17][c:18]2[cH:19][cH:20][cH:21][cH:22][cH:23]2)[cH:15][cH:16]1.[Na+:35].[OH-:34].[OH2:45]>>[NH2:1][c:2]1[c:3]2[c:4]([n:5][cH:6][n:7]1)[n:8]([CH:24]1[CH2:25][CH2:26][CH:27]([CH2:30][C:31](=[O:32])[OH:33])[CH2:28][CH2:29]1)[cH:9][c:10]2-[c:11]1[cH:12][cH:13][c:14]([O:17][c:18]2[cH:19][cH:20][cH:21][cH:22][cH:23]2)[cH:15][cH:16]1. The reactants are O=C([O-])O, COc1ccc(C#N)cc1S(=O)(=O)Cl, COCOc1cc(O)ccc1CCN, [Na+], C1CCOC1, O. Yields the product COCOc1cc(O)ccc1CCNS(=O)(=O)c1cc(C#N)ccc1OC. Reaction SMILES: [C:15](=[O:16])([OH:17])[O-:18].[C:20](#[N:21])[c:22]1[cH:23][cH:24][c:25]([O:32][CH3:33])[c:26]([S:28](=[O:29])(=[O:30])[Cl:31])[cH:27]1.[NH2:1][CH2:2][CH2:3][c:4]1[c:5]([O:11][CH2:12][O:13][CH3:14])[cH:6][c:7]([OH:10])[cH:8][cH:9]1.[Na+:19].[O:34]1[CH2:35][CH2:36][CH2:37][CH2:38]1.[OH2:39]>>[NH:1]([CH2:2][CH2:3][c:4]1[c:5]([O:11][CH2:12][O:13][CH3:14])[cH:6][c:7]([OH:10])[cH:8][cH:9]1)[S:28]([c:26]1[c:25]([O:32][CH3:33])[cH:24][cH:23][c:22]([C:20]#[N:21])[cH:27]1)(=[O:29])=[O:30]. Starting materials: CC#CCOc1ccc(S(=O)(=O)N2CCN(C(=O)N3CCOCC3)CC2C(=O)OCC)cc1, C1CCOC1, CO, [Li+], [OH-], O, O. Yields the product CC#CCOc1ccc(S(=O)(=O)N2CCN(C(=O)N3CCOCC3)CC2C(=O)O)cc1. RXN SMILES: [CH2:1]([CH3:2])[O:3][C:4](=[O:5])[CH:6]1[N:7]([S:20](=[O:21])(=[O:22])[c:23]2[cH:24][cH:25][c:26]([O:29][CH2:30][C:31]#[C:32][CH3:33])[cH:27][cH:28]2)[CH2:8][CH2:9][N:10]([C:12](=[O:13])[N:14]2[CH2:15][CH2:16][O:17][CH2:18][CH2:19]2)[CH2:11]1.[CH2:37]1[O:38][CH2:39][CH2:40][CH2:41]1.[CH3:42][OH:43].[Li+:36].[OH-:35].[OH2:34].[OH2:44]>>[O:3]=[C:4]([OH:5])[CH:6]1[N:7]([S:20](=[O:21])(=[O:22])[c:23]2[cH:24][cH:25][c:26]([O:29][CH2:30][C:31]#[C:32][CH3:33])[cH:27][cH:28]2)[CH2:8][CH2:9][N:10]([C:12](=[O:13])[N:14]2[CH2:15][CH2:16][O:17][CH2:18][CH2:19]2)[CH2:11]1. Starting materials: ( s ), ( s ), C1(=CC=C(C=C1)C=O)C (p-tolualdehyde), S([O-])(O)=O.[Na+] (sodium bisulfite), [N+](=O)([O-])CCC (1-nitropropane), [OH-].[Na+] (sodium hydroxide), ( m ), ( m ), ( s ), ( m ). The solvent is O (Water), C(C)O (ethanol). Product: [N+](=O)([O-])C(C(O)C1=CC=C(C=C1)C)CC (2-nitro-1-(p-tolyl)-1-butanol). As a reaction SMILES: [C:1]1([CH3:9])[CH:6]=[CH:5][C:4]([CH:7]=[O:8])=[CH:3][CH:2]=1.S(=O)(O)[O-].[Na+].[N+:15]([CH2:18][CH2:19][CH3:20])([O-:17])=[O:16].[OH-].[Na+]>C(O)C.O>[N+:15]([CH:18]([CH2:19][CH3:20])[CH:7]([C:4]1[CH:5]=[CH:6][C:1]([CH3:9])=[CH:2][CH:3]=1)[OH:8])([O-:17])=[O:16] |f:1.2,4.5|. Procedure: The procedure of Example 1 was followed for the reaction of 120 g of p-tolualdehyde and 114 g of sodium bisulfite with 178 g of 1-nitropropane and 80 g of sodium hydroxide. Water and ethanol were the solvents. The product obtained was a clear, yellow liquid weighing 100 g; ir (film) 2.8 (s), 3.4 (m), 6.5 (s), 7.3 (m), 9.7 (m), 12.2 (s) microns.